Dataset: the Open Reaction Database (ORD), a public repository of structured organic reaction records. Task: describe an organic reaction: reactants, conditions, products, and yield Starting materials: BrC=1C(C(OC1C1=CC=C(C=C1)S(=O)(=O)C)(C)C)=O (4-bromo-2,2-dimethyl-5-{4-(methylsulfonyl)phenyl}-3(2H)-furanone), C1(=CC=CC=C1)P(CCCP(C1=CC=CC=C1)C1=CC=CC=C1)C1=CC=CC=C1 (1,3-bis(diphenylphosphino)propane), C([O-])([O-])=O.[Na+].[Na+] (sodium carbonate), COC1=CC=C(C=C1)B(O)O (4-methoxybenzeneboronic acid). The reagents and catalysts are C(C)(=O)[O-].[Pd+2].C(C)(=O)[O-] (palladium(II) acetate). Solvent: C1=CC=CC=C1 (benzene). The product is CC1(OC(=C(C1=O)C1=CC=C(C=C1)OC)C1=CC=C(C=C1)S(=O)(=O)C)C (2,2-dimethyl-4-(4-methoxyphenyl)-5-{4-(methylsulfonyl)phenyl}-3(2H)-furanone). Isolated yield 24.9%. RXN SMILES: Br[C:2]1[C:3](=[O:19])[C:4]([CH3:18])([CH3:17])[O:5][C:6]=1[C:7]1[CH:12]=[CH:11][C:10]([S:13]([CH3:16])(=[O:15])=[O:14])=[CH:9][CH:8]=1.C1(P(C2C=CC=CC=2)CCCP(C2C=CC=CC=2)C2C=CC=CC=2)C=CC=CC=1.C(=O)([O-])[O-].[Na+].[Na+].[CH3:55][O:56][C:57]1[CH:62]=[CH:61][C:60](B(O)O)=[CH:59][CH:58]=1>C1C=CC=CC=1.C([O-])(=O)C.[Pd+2].C([O-])(=O)C>[CH3:17][C:4]1([CH3:18])[C:3](=[O:19])[C:2]([C:60]2[CH:61]=[CH:62][C:57]([O:56][CH3:55])=[CH:58][CH:59]=2)=[C:6]([C:7]2[CH:12]=[CH:11][C:10]([S:13]([CH3:16])(=[O:15])=[O:14])=[CH:9][CH:8]=2)[O:5]1 |f:2.3.4,7.8.9|. Procedure details: To a stirred solution of 4-bromo-2,2-dimethyl-5-{4-(methylsulfonyl)phenyl}-3(2H)-furanone (220 mg), 1,3-bis(diphenylphosphino)propane (24 mg) and palladium(II) acetate (6.1 mg) in 30 ml benzene, were added 2 M aqueous sodium carbonate (0.22 ml) and 4-methoxybenzeneboronic acid (90 mg). The reaction solution was kept at reflux for 24 hours. Then the solvent was removed under reduced pressure. The resulting residue was purified by a procedure similar to the purification method in Example 2 to yiel... Reactants: CCCCCCCN(CC1(c2ccc(CC(OCC)C(=O)OC)cc2)CC1)C(=O)Nc1ccc(F)cc1F, [Li+], C1CCOC1, [OH-]. Product: CCCCCCCN(CC1(c2ccc(CC(OCC)C(=O)O)cc2)CC1)C(=O)Nc1ccc(F)cc1F. RXN SMILES: [CH3:1][O:2][C:3]([CH:4]([CH2:5][c:6]1[cH:7][cH:8][c:9]([C:12]2([CH2:15][N:16]([C:17](=[O:18])[NH:19][c:20]3[c:21]([F:27])[cH:22][c:23]([F:26])[cH:24][cH:25]3)[CH2:28][CH2:29][CH2:30][CH2:31][CH2:32][CH2:33][CH3:34])[CH2:13][CH2:14]2)[cH:10][cH:11]1)[O:35][CH2:36][CH3:37])=[O:38].[Li+:40].[O:41]1[CH2:42][CH2:43][CH2:44][CH2:45]1.[OH-:39]>>[O:2]=[C:3]([CH:4]([CH2:5][c:6]1[cH:7][cH:8][c:9]([C:12]2([CH2:15][N:16]([C:17](=[O:18])[NH:19][c:20]3[c:21]([F:27])[cH:22][c:23]([F:26])[cH:24][cH:25]3)[CH2:28][CH2:29][CH2:30][CH2:31][CH2:32][CH2:33][CH3:34])[CH2:13][CH2:14]2)[cH:10][cH:11]1)[O:35][CH2:36][CH3:37])[OH:38].